This data is from the Open Reaction Database (ORD), a public repository of structured organic reaction records. The task is: describe an organic reaction: reactants, conditions, products, and yield Starting materials: BrC1=CC=2C3=C(C=NC2C=C1)N(C(N3C=3C(=NN(C3)C)C)=O)C (8-bromo-1-(1,3-dimethyl-1H-pyrazol-4-yl)-3-methyl-1,3-dihydro-imidazo[4,5-c]quinolin-2-one), BrC1=CC=2C3=C(C=NC2C=C1)N(C(N3C=3C(=NN(C3)C)C)=O)C (8-bromo-1-(1,3-dimethyl-1H-pyrazol-4-yl)-3-methyl-1,3-dihydro-imidazo[4,5-c]quinolin-2-one), C1(CCC1)OC=1C=NC=C(C1)B1OC(C(O1)(C)C)(C)C (3-cyclobutoxy-5-(4,4,5,5-tetramethyl-[1,3,2]dioxaborolan-2-yl)-pyridine). Product: C1(CC1)COC=1C=C(C=NC1)C1=CC=2C3=C(C=NC2C=C1)N(C(N3C=3C(=NN(C3)C)C)=O)C (8-(5-Cyclopropylmethoxy-pyridin-3-yl)-1-(1,3-dimethyl-1H-pyrazol-4-yl)-3-methyl-1,3-dihydro-imidazo[4,5-c]quinolin-2-one). As a reaction SMILES: Br[C:2]1[CH:11]=[CH:10][C:9]2[N:8]=[CH:7][C:6]3[N:12]([CH3:23])[C:13](=[O:22])[N:14]([C:15]4[C:16]([CH3:21])=[N:17][N:18]([CH3:20])[CH:19]=4)[C:5]=3[C:4]=2[CH:3]=1.[CH:24]1([O:28][C:29]2[CH:30]=[N:31][CH:32]=[C:33](B3OC(C)(C)C(C)(C)O3)[CH:34]=2)[CH2:27][CH2:26][CH2:25]1>>[CH:27]1([CH2:24][O:28][C:29]2[CH:34]=[C:33]([C:2]3[CH:11]=[CH:10][C:9]4[N:8]=[CH:7][C:6]5[N:12]([CH3:23])[C:13](=[O:22])[N:14]([C:15]6[C:16]([CH3:21])=[N:17][N:18]([CH3:20])[CH:19]=6)[C:5]=5[C:4]=4[CH:3]=3)[CH:32]=[N:31][CH:30]=2)[CH2:26][CH2:25]1. Procedure: The title compound was synthesized in a similar manner as described for Example 1.1 using 8-bromo-1-(1,3-dimethyl-1H-pyrazol-4-yl)-3-methyl-1,3-dihydro-imidazo[4,5-c]quinolin-2-one (Intermediate A) and 3-cyclobutoxy-5-(4,4,5,5-tetramethyl-[1,3,2]dioxaborolan-2-yl)-pyridine (Stage 60.1.1) to give the title compound as a white solid. (HPLC: tR 2.39 min (Method A); M+H=441 MS-ES; 1H-NMR (d6-DMSO, 400 MHz) 8.99-8.98 (m, 1H), 8.32-8.27 (m, 2H), 8.15 (s, 1H), 8.13-8.09 (m, 1H), 8.02-7.97 (m, 1H), 7.59... Starting materials: C(C1=CC=CC=C1)OCC[C@@H](C1=NN2C(C(N1C1=CC(=CC(=C1)F)F)=O)=C(C=C2)Br)NC(OC(C)(C)C)=O ((S)-tert-butyl (3-(benzyloxy)-1-(5-bromo-3-(3,5-difluorophenyl)-4-oxo-3,4-dihydropyrrolo[2,1-f][1,2,4]triazin-2-yl)propyl)carbamate), C(#N)[Zn]C#N (Dicyanozinc). The reagents and catalysts are C=1C=CC(=CC1)[P](C=2C=CC=CC2)(C=3C=CC=CC3)[Pd]([P](C=4C=CC=CC4)(C=5C=CC=CC5)C=6C=CC=CC6)([P](C=7C=CC=CC7)(C=8C=CC=CC8)C=9C=CC=CC9)[P](C=1C=CC=CC1)(C=1C=CC=CC1)C=1C=CC=CC1 (tetrakis(triphenylphosphine)palladium(0)). Run in CN(C=O)C (dimethylformamide). Conditions: temperature 120 celsius, time 8 hour. The product is C(C1=CC=CC=C1)OCC[C@@H](C1=NN2C(C(N1C1=CC(=CC(=C1)F)F)=O)=C(C=C2)C#N)NC(OC(C)(C)C)=O ((S)-tert-Butyl (3-(benzyloxy)-1-(5-cyano-3-(3,5-difluorophenyl)-4-oxo-3,4-dihydropyrrolo[2,1-f][1,2,4]triazin-2-yl)propyl)carbamate). Yield: 79.1%. As a reaction SMILES: [CH2:1]([O:8][CH2:9][CH2:10][C@H:11]([NH:31][C:32](=[O:38])[O:33][C:34]([CH3:37])([CH3:36])[CH3:35])[C:12]1[N:17]([C:18]2[CH:23]=[C:22]([F:24])[CH:21]=[C:20]([F:25])[CH:19]=2)[C:16](=[O:26])[C:15]2=[C:27](Br)[CH:28]=[CH:29][N:14]2[N:13]=1)[C:2]1[CH:7]=[CH:6][CH:5]=[CH:4][CH:3]=1.[C:39]([Zn]C#N)#[N:40]>CN(C)C=O.C1C=CC([P]([Pd]([P](C2C=CC=CC=2)(C2C=CC=CC=2)C2C=CC=CC=2)([P](C2C=CC=CC=2)(C2C=CC=CC=2)C2C=CC=CC=2)[P](C2C=CC=CC=2)(C2C=CC=CC=2)C2C=CC=CC=2)(C2C=CC=CC=2)C2C=CC=CC=2)=CC=1>[CH2:1]([O:8][CH2:9][CH2:10][C@H:11]([NH:31][C:32](=[O:38])[O:33][C:34]([CH3:37])([CH3:36])[CH3:35])[C:12]1[N:17]([C:18]2[CH:23]=[C:22]([F:24])[CH:21]=[C:20]([F:25])[CH:19]=2)[C:16](=[O:26])[C:15]2=[C:27]([C:39]#[N:40])[CH:28]=[CH:29][N:14]2[N:13]=1)[C:2]1[CH:7]=[CH:6][CH:5]=[CH:4][CH:3]=1 |^1:52,54,73,92|. Reported procedure: In a reactor vessel (S)-tert-butyl (3-(benzyloxy)-1-(5-bromo-3-(3,5-difluorophenyl)-4-oxo-3,4-dihydropyrrolo[2,1-f][1,2,4]triazin-2-yl)propyl)carbamate (0.81 g, 1.37 mmol) was dissolved in 32 mL dimethylformamide. Dicyanozinc (0.4 g, 3.49 mmol) and tetrakis(triphenylphosphine)palladium(0) (0.64 g, 0.55 mmol) were added under argon conditions. The reaction was stirred at 120° C. overnight. The crude was filtered through a plug of Celite and washed several times with ethyl acetate. The combinated ...